Dataset: the Open Reaction Database (ORD), a public repository of structured organic reaction records. Task: describe an organic reaction: reactants, conditions, products, and yield The reactants are Cl.N1CCC1 (Azetidine hydrochloride), BrC=1C(=NC=C(C1)S(=O)(=O)Cl)Cl (3-bromo-2-chloropyridine-5-sulfonyl chloride). Run in C(Cl)Cl (DCM), N1=CC=CC=C1 (pyridine). Run at time 22 hour. The product is N1(CCC1)S(=O)(=O)C=1C=C(C(=NC1)Cl)Br (5-(Azetidin-1-ylsulfonyl)-3-bromo-2-chloropyridine). Yield: 37.3%. RXN SMILES: Cl.[NH:2]1[CH2:5][CH2:4][CH2:3]1.[Br:6][C:7]1[C:8]([Cl:17])=[N:9][CH:10]=[C:11]([S:13](Cl)(=[O:15])=[O:14])[CH:12]=1>C(Cl)Cl.N1C=CC=CC=1>[N:2]1([S:13]([C:11]2[CH:12]=[C:7]([Br:6])[C:8]([Cl:17])=[N:9][CH:10]=2)(=[O:15])=[O:14])[CH2:5][CH2:4][CH2:3]1 |f:0.1|. Procedure details: Azetidine hydrochloride (0.32 g, 3.44 mmol) was added to a solution of 3-bromo-2-chloropyridine-5-sulfonyl chloride (1 g, 3.44 mmol) in DCM (4 mL) and pyridine (10 mL) and stirred at RT for 22 hours. The solvent was removed in vacuo and ethyl acetate (30 mL) added. The organic phase was washed with 1M hydrochloric acid (20 mL), water (20 mL), brine (20 mL), dried (MgSO4), filtered and the solvent removed in vacuo to give the desired compound (0.4 g).